This data is from the Open Reaction Database (ORD), a public repository of structured organic reaction records. The task is: describe an organic reaction: reactants, conditions, products, and yield The reactants are [N+](=O)([O-])C=1C=C(C=CC1)C1=C(N=NC(=C1)C1=CC=CC=C1)C(=O)OCC (ethyl 4-(3-nitrophenyl)-6-phenyl-3-pyridazinecarboxylate), [BH4-].[Na+] (sodium borohydride), C(C)(=O)OCC (ethyl acetate), O (water). The solvent is C(C)O (ethanol), O1CCCC1 (tetrahydrofuran). Run at time 3 hour. The product is OCC=1N=NC(=CC1C1=CC(=CC=C1)[N+](=O)[O-])C1=CC=CC=C1 (3-hydroxymethyl-4-(3-nitrophenyl)-6-phenylpyridazine). Yield: 21.6%. Reaction SMILES: [N+:1]([C:4]1[CH:5]=[C:6]([C:10]2[CH:15]=[C:14]([C:16]3[CH:21]=[CH:20][CH:19]=[CH:18][CH:17]=3)[N:13]=[N:12][C:11]=2[C:22](OCC)=[O:23])[CH:7]=[CH:8][CH:9]=1)([O-:3])=[O:2].[BH4-].[Na+].C(OCC)(=O)C.O>C(O)C.O1CCCC1>[OH:23][CH2:22][C:11]1[N:12]=[N:13][C:14]([C:16]2[CH:21]=[CH:20][CH:19]=[CH:18][CH:17]=2)=[CH:15][C:10]=1[C:6]1[CH:7]=[CH:8][CH:9]=[C:4]([N+:1]([O-:3])=[O:2])[CH:5]=1 |f:1.2|. Procedure: To a solution of ethyl 4-(3-nitrophenyl)-6-phenyl-3-pyridazinecarboxylate (1 g) in a mixture of ethanol (10 ml) and tetrahydrofuran (10, ml) was added sodium borohydride (0.22 g) and the mixture was stirred for 3 hours at ambient temperature. Then the reaction mixture was poured into a mixture of ethyl acetate (100 ml) and water (50 ml). The organic layer was washed with saturated aqueous sodium chloride, dried over magnesium sulfate and evaporated in vacuo. The residue was subjected to a column... The reactants are CSc1ccc(-c2c(-c3ccccc3)noc2C)cc1, CO, O. Yields the product Cc1onc(-c2ccccc2)c1-c1ccc(S(C)(=O)=O)cc1. RXN SMILES: [CH3:1][c:2]1[c:3](-[c:13]2[cH:14][cH:15][c:16]([S:19][CH3:20])[cH:17][cH:18]2)[c:4](-[c:7]2[cH:8][cH:9][cH:10][cH:11][cH:12]2)[n:5][o:6]1.[CH3:22][OH:23].[OH2:21]>>[CH3:1][c:2]1[c:3](-[c:13]2[cH:14][cH:15][c:16]([S:19]([CH3:20])(=[O:21])=[O:23])[cH:17][cH:18]2)[c:4](-[c:7]2[cH:8][cH:9][cH:10][cH:11][cH:12]2)[n:5][o:6]1.